This data is from the Open Reaction Database (ORD), a public repository of structured organic reaction records. The task is: describe an organic reaction: reactants, conditions, products, and yield Starting materials: C(CCC)OC1=CC=C(C(=O)N)C=C1 (4-butoxybenzamide), P(Cl)(Cl)(Cl)(Cl)Cl (phosphorus pentachloride), C(=O)O (formic acid). As a reaction SMILES: [CH2:1]([O:5][C:6]1[CH:14]=[CH:13][C:9]([C:10]([NH2:12])=[O:11])=[CH:8][CH:7]=1)[CH2:2][CH2:3][CH3:4].[P:15]([Cl:20])(Cl)(Cl)(Cl)[Cl:16].C(O)=[O:22]>C(Cl)(Cl)(Cl)Cl>[CH2:1]([O:5][C:6]1[CH:14]=[CH:13][C:9]([C:10]([NH:12][P:15]([Cl:20])([Cl:16])=[O:22])=[O:11])=[CH:8][CH:7]=1)[CH2:2][CH2:3][CH3:4]. The solvent is C(Cl)(Cl)(Cl)Cl (carbon tetrachloride). Procedure: A mixture of 76 g (0.39 mole) of 4-butoxybenzamide, 81.9 g (0.39 mole) of phosphorus pentachloride and 700 ml of AR carbon tetrachloride was heated at 70° for 30 min. The resulting solution was cooled to 30° and 18.7 g (0.39 mole) of 97% formic acid was added. The reaction was chilled to 0°, filtered, washed with AR carbon tetrachloride and air-dried to give 52.1 g, m.p. 97°-98°. Yields the product C(CCC)OC1=CC=C(C(=O)NP(=O)(Cl)Cl)C=C1 (4-Butoxy-N-[dichlorophosphinyl]benzamide). Reactants: COC=1C=C2CCN(C(C2=CC1)C=1SC=CN1)C1=CC=CC=C1 (6-methoxy-2-phenyl-1-thiazol-2-yl-1,2,3,4-tetrahydroisoquinoline), C(Cl)Cl (CH2Cl2). Solvent: CO.C(Cl)Cl (MeOH CH2Cl2). The product is C1(=CC=CC=C1)N1C(C2=CC=C(C=C2CC1)O)C=1SC=CN1 (2-Phenyl-1-thiazol-2-yl-1,2,3,4-tetrahydroisoquinolin-6-ol). RXN SMILES: C[O:2][C:3]1[CH:4]=[C:5]2[C:10](=[CH:11][CH:12]=1)[CH:9]([C:13]1[S:14][CH:15]=[CH:16][N:17]=1)[N:8]([C:18]1[CH:23]=[CH:22][CH:21]=[CH:20][CH:19]=1)[CH2:7][CH2:6]2.C(Cl)Cl>CO.C(Cl)Cl>[C:18]1([N:8]2[CH2:7][CH2:6][C:5]3[C:10](=[CH:11][CH:12]=[C:3]([OH:2])[CH:4]=3)[CH:9]2[C:13]2[S:14][CH:15]=[CH:16][N:17]=2)[CH:19]=[CH:20][CH:21]=[CH:22][CH:23]=1 |f:2.3|. Procedure details: The title compound was prepared by analogy to Example 48 except that 6-methoxy-2-phenyl-1-thiazol-2-yl-1,2,3,4-tetrahydroisoquinoline was used instead of 6-methoxy-1-(4-methoxy-phenyl)-2-phenyl-1,2,3,4-tetrahydroisoquinoline, and neat CH2Cl2 to 10% MeOH/CH2Cl2 was used as eluent for flash chromatography purification. Procedure: 2.7 g (i.e., 50 mmol of hydroxyls) of dextran with a weight-average molar mass of approximately 10 kg/mol (Bachem) are dissolved in a DMF/DMSO mixture. The mixture is brought to 130° C. with stirring and 3.2 g (25 mmol) of ethyl isocyanatoacetate and then 3.9 g (8 mmol) of dihexyl 2-isocyanatobutanedioate are gradually introduced. After reacting for 1 h, the medium is diluted in water and purified by diafiltration through a 5 kD PES membrane against 0.1N NaOH, 0.9% NaCl and water. The final solu... Reaction SMILES: N(C[C:5]([O:7]CC)=[O:6])=C=O.[N:10]([CH:13]([CH2:23][C:24]([O:26][CH2:27][CH2:28][CH2:29][CH2:30][CH2:31][CH3:32])=[O:25])[C:14]([O:16][CH2:17][CH2:18][CH2:19][CH2:20][CH2:21][CH3:22])=[O:15])=C=O>CN(C=O)C.CS(C)=O.O>[C:5](=[O:6])([OH:7])[NH2:10].[NH2:10][C@H:13]([C:14]([O:16][CH2:17][CH2:18][CH2:19][CH2:20][CH2:21][CH3:22])=[O:15])[CH2:23][C:24]([O:26][CH2:27][CH2:28][CH2:29][CH2:30][CH2:31][CH3:32])=[O:25] |f:2.3,5.6|. Starting materials: N(=C=O)CC(=O)OCC (ethyl isocyanatoacetate), N(=C=O)C(C(=O)OCCCCCC)CC(=O)OCCCCCC (dihexyl 2-isocyanatobutanedioate), dextran. Conditions: time 1 hour. Yields the product C(N)(O)=O.N[C@@H](CC(=O)OCCCCCC)C(=O)OCCCCCC (dihexyl aspartate carbamate). The solvent is O (water), CN(C)C=O.CS(=O)C (DMF DMSO). Starting materials: C=CCBr, C=CC[N+]1(C2CC3C4CCC5CC(O)C(N6CCOCC6)CC5(C)C4CCC3(C)C2OC(C)=O)CCCC1, ClCCl. The product is [Br-], C=CC[N+]1(C2CC3C4CCC5CC(O)C(N6CCOCC6)CC5(C)C4CCC3(C)C2OC(C)=O)CCCC1. Reaction SMILES: [CH2:39]([CH:40]=[CH2:41])[Br:42].[CH:1]12[CH2:2][CH2:3][CH:4]3[CH:5]([CH2:6][CH2:7][C:8]4([CH3:9])[CH:10]([O:11][C:12]([CH3:13])=[O:14])[CH:15]([N+:18]5([CH2:23][CH:24]=[CH2:25])[CH2:19][CH2:20][CH2:21][CH2:22]5)[CH2:16][CH:17]34)[C:26]1([CH3:27])[CH2:28][CH:29]([N:33]1[CH2:34][CH2:35][O:36][CH2:37][CH2:38]1)[CH:30]([OH:31])[CH2:32]2.[Cl:43][CH2:44][Cl:45]>>[Br-:42].[CH:1]12[CH2:2][CH2:3][CH:4]3[CH:5]([CH2:6][CH2:7][C:8]4([CH3:9])[CH:10]([O:11][C:12]([CH3:13])=[O:14])[CH:15]([N+:18]5([CH2:23][CH:24]=[CH2:25])[CH2:19][CH2:20][CH2:21][CH2:22]5)[CH2:16][CH:17]34)[C:26]1([CH3:27])[CH2:28][CH:29]([N:33]1[CH2:34][CH2:35][O:36][CH2:37][CH2:38]1)[CH:30]([OH:31])[CH2:32]2. Starting materials: tert-butyl ester, C(CCC)C1=NN=C2N1C(CCC2=CC(=O)OC(C)(C)C)C2=CC=C(C=C2)C2=C(C=CC=C2)C2=NN=NN2 (1,1-Dimethylethyl [3-butyl-6,7-dihydro-5-[2'-(1H-tetrazol-5 -yl) [1,1'-biphenyl]-4-yl]-1,2,4-triazolo[4,3-a]pyridin-8(5H)-ylidene]acetate), C(=O)(C(F)(F)F)O (TFA). Product: C(CCC)C1=NN=C2N1C(CCC2=CC(=O)O)C2=CC=C(C=C2)C2=C(C=CC=C2)C2=NN=NN2 ([3-Butyl-6,7-dihydro-5-[2'-(1H-tetrazol-5-yl)[1,1'-biphenyl]-4-yl]-1,2,4-triazolo[4,3-a]pyridin-8(5H)-ylidene]acetic acid). As a reaction SMILES: [CH2:1]([C:5]1[N:9]2[CH:10]([C:22]3[CH:27]=[CH:26][C:25]([C:28]4[CH:33]=[CH:32][CH:31]=[CH:30][C:29]=4[C:34]4[NH:38][N:37]=[N:36][N:35]=4)=[CH:24][CH:23]=3)[CH2:11][CH2:12][C:13](=[CH:14][C:15]([O:17]C(C)(C)C)=[O:16])[C:8]2=[N:7][N:6]=1)[CH2:2][CH2:3][CH3:4].C(O)(C(F)(F)F)=O>>[CH2:1]([C:5]1[N:9]2[CH:10]([C:22]3[CH:27]=[CH:26][C:25]([C:28]4[CH:33]=[CH:32][CH:31]=[CH:30][C:29]=4[C:34]4[NH:38][N:37]=[N:36][N:35]=4)=[CH:24][CH:23]=3)[CH2:11][CH2:12][C:13](=[CH:14][C:15]([OH:17])=[O:16])[C:8]2=[N:7][N:6]=1)[CH2:2][CH2:3][CH3:4]. Procedure details: To a solution of unsaturated tert-butyl ester (0.0627 mmol, the title compound of Example 3229) in 2 mL of CDCl3 at room temperature is added 0.5 mL of TFA, and the progress of the reaction is monitored by 1H NMR. The resulting yellow solution is stirred at room temperature until the reaction is complete. The mixture is concentrated in vacuo. The crude product is purified to give the title compound of Example 3230. The reactants are O=C([O-])[O-], COc1ccc(OCC(O)CNCCN)cc1, Cc1ccccc1, Cc1c(Cl)n(C)c(=O)n(C)c1=O, [K+], [K+]. Yields the product COc1ccc(OCC(O)CNCCNc2c(C)c(=O)n(C)c(=O)n2C)cc1. Reaction SMILES: [C:30](=[O:31])([O-:32])[O-:33].[CH3:1][O:2][c:3]1[cH:4][cH:5][c:6]([O:7][CH2:8][CH:9]([CH2:10][NH:11][CH2:12][CH2:13][NH2:14])[OH:15])[cH:16][cH:17]1.[CH3:36][c:37]1[cH:38][cH:39][cH:40][cH:41][cH:42]1.[Cl:18][c:19]1[n:20]([CH3:29])[c:21](=[O:28])[n:22]([CH3:27])[c:23](=[O:26])[c:24]1[CH3:25].[K+:34].[K+:35]>>[CH3:1][O:2][c:3]1[cH:4][cH:5][c:6]([O:7][CH2:8][CH:9]([CH2:10][NH:11][CH2:12][CH2:13][NH:14][c:19]2[n:20]([CH3:29])[c:21](=[O:28])[n:22]([CH3:27])[c:23](=[O:26])[c:24]2[CH3:25])[OH:15])[cH:16][cH:17]1. Starting materials: N (NH3), adduct, 1312, C[Si](O[Si](C)(C)C)(C)C (hexamethyldisiloxane), sulphuric acids, FC(C(C(C(F)(F)F)(F)F)(F)F)(S(=O)(=O)O)F (perfluorobutanesulphonic acid). The solvent is O (water), O (water). Yields the product C[Si](O[Si](CCCC)(C)C)(C)C (1,1,1,3,3-pentamethyl-3-butyldisiloxane). RXN SMILES: [CH3:1][Si:2]([CH3:9])([CH3:8])[O:3][Si:4]([CH3:7])([CH3:6])[CH3:5].F[C:11](F)(S(O)(=O)=O)[C:12](F)(F)[C:13](F)(F)C(F)(F)F.N>O>[CH3:1][Si:2]([CH3:9])([CH3:8])[O:3][Si:4]([CH3:7])([CH3:6])[CH2:5][CH2:11][CH2:12][CH3:13]. Reported procedure: 984 g of adduct (8 mol of Mbutyl (=butyl-Me2SiO0.5) and 1312 (8 mol) of hexamethyldisiloxane are initially introduced into a flask equipped with stirrer, thermometer, water separator, reflux condenser and nitrogen blanketing, admixed with 0.1% sulphuric acids and 0.05% perfluorobutanesulphonic acid, neutralized for 4 h at a bottom temperature of 70° C. with 20 g of calcined soda, 3 g of water and 0.5 g of 25% strength NH3 solution, distilled to 110° C., cooled and filtered. This gives 1950 g of ...